Dataset: the Open Reaction Database (ORD), a public repository of structured organic reaction records. Task: describe an organic reaction: reactants, conditions, products, and yield Reactants: BrC1=CC=2C3=C(C=NC2C=C1)N(C(N3C=3C(=NN(C3)C)C)=O)C (8-bromo-1-(1,3-dimethyl-1H-pyrazol-4-yl)-3-methyl-1,3-dihydro-imidazo[4,5-c]quinolin-2-one), BrC1=CC=2C3=C(C=NC2C=C1)N(C(N3C=3C(=NN(C3)C)C)=O)C (8-bromo-1-(1,3-dimethyl-1H-pyrazol-4-yl)-3-methyl-1,3-dihydro-imidazo[4,5-c]quinolin-2-one), O1C(CCCC1)OCCN1N=CC(=C1)B1OC(C(O1)(C)C)(C)C (1-[2-(tetrahydro-pyran-2-yloxy)-ethyl]-4-(4,4,5,5-tetramethyl-[1,3,2]dioxaborolan-2-yl)-1H-pyrazole). The product is CN1N=C(C(=C1)N1C(N(C=2C=NC=3C=CC(=CC3C21)C=2C=NN(C2)CCOC2OCCCC2)C)=O)C (1-(1,3-Dimethyl-1H-pyrazol-4-yl)-3-methyl-8-{1-[2-(tetrahydro-pyran-2-yloxy)-ethyl]-1H-pyrazol-4-yl}-1,3-dihydro-imidazo[4,5-c]quinolin-2-one). Reaction SMILES: Br[C:2]1[CH:11]=[CH:10][C:9]2[N:8]=[CH:7][C:6]3[N:12]([CH3:23])[C:13](=[O:22])[N:14]([C:15]4[C:16]([CH3:21])=[N:17][N:18]([CH3:20])[CH:19]=4)[C:5]=3[C:4]=2[CH:3]=1.[O:24]1[CH2:29][CH2:28][CH2:27][CH2:26][CH:25]1[O:30][CH2:31][CH2:32][N:33]1[CH:37]=[C:36](B2OC(C)(C)C(C)(C)O2)[CH:35]=[N:34]1>>[CH3:20][N:18]1[CH:19]=[C:15]([N:14]2[C:5]3[C:4]4[CH:3]=[C:2]([C:36]5[CH:35]=[N:34][N:33]([CH2:32][CH2:31][O:30][CH:25]6[CH2:26][CH2:27][CH2:28][CH2:29][O:24]6)[CH:37]=5)[CH:11]=[CH:10][C:9]=4[N:8]=[CH:7][C:6]=3[N:12]([CH3:23])[C:13]2=[O:22])[C:16]([CH3:21])=[N:17]1. Reported procedure: The title compound was synthesized in a similar manner as described for Example 1.1 using 8-bromo-1-(1,3-dimethyl-1H-pyrazol-4-yl)-3-methyl-1,3-dihydro-imidazo[4,5-c]quinolin-2-one (Intermediate A, 80 mg, 0.215 mmol) and 1-[2-(tetrahydro-pyran-2-yloxy)-ethyl]-4-(4,4,5,5-tetramethyl-[1,3,2]dioxaborolan-2-yl)-1H-pyrazole (Stage 106.1.2, 91 mg, 0.279 mmol) to give the title compound as red sticky oil. Used for next step without further purification. (HPLC: tR 2.66 min (Method A); M+H=488 MS-ES)